This data is from the Open Reaction Database (ORD), a public repository of structured organic reaction records. The task is: describe an organic reaction: reactants, conditions, products, and yield Starting materials: BrBr (bromine), ClC=1C=C2C(=C(NC2=CC1)C(=O)OCC)C1=C(C=CC=C1)F (ethyl 5-chloro-3-(2-fluorophenyl)indole-2-carboxylate), O (water). Solvent: C(C)(=O)O (acetic acid). Conditions: time 16 hour. Product: BrC1=C(C=C2C(=C(NC2=C1)C(=O)OCC)C1=C(C=CC=C1)F)Cl (ETHYL 6-BROMO-5-CHLORO-3-(2-FLUOROPHENYL)INDOLE-2-CARBOXYLATE). RXN SMILES: [Br:1]Br.[Cl:3][C:4]1[CH:5]=[C:6]2[C:10](=[CH:11][CH:12]=1)[NH:9][C:8]([C:13]([O:15][CH2:16][CH3:17])=[O:14])=[C:7]2[C:18]1[CH:23]=[CH:22][CH:21]=[CH:20][C:19]=1[F:24].O>C(O)(=O)C>[Br:1][C:12]1[CH:11]=[C:10]2[C:6]([C:7]([C:18]3[CH:23]=[CH:22][CH:21]=[CH:20][C:19]=3[F:24])=[C:8]([C:13]([O:15][CH2:16][CH3:17])=[O:14])[NH:9]2)=[CH:5][C:4]=1[Cl:3]. Procedure details: Add 1.0 ml of bromine to 4.6 g of ethyl 5-chloro-3-(2-fluorophenyl)indole-2-carboxylate in 250 ml of glacial acetic acid. Stir for 16 hours at room temperature, add water and collect the precipitate. Ws the precipitate with warm methanol. Collect the dry ethyl 6-bromo-5-chloro-3-(2-fluorophenyl)indole-2-carboxylate, m.p. 193°-194°.